Dataset: the Open Reaction Database (ORD), a public repository of structured organic reaction records. Task: describe an organic reaction: reactants, conditions, products, and yield Reactants: BrC=1C=CC(=C(C1)CC1=C(C(=C(C=C1)OC)F)F)Cl (1-[(5-bromo-2-chloro-phenyl)methyl]-2,3-difluoro-4-methoxy-benzene), C[Si](O[C@H]1C(O[C@@H]([C@H]([C@@H]1O[Si](C)(C)C)O[Si](C)(C)C)CO[Si](C)(C)C)=O)(C)C ((3R,4S,5R,6R)-3,4,5-tris(trimethylsilyloxy)-6-(trimethylsilyloxymethyl)tetrahydropyran-2-one), [Li]CCCC (nBuLi), CCCCCC (n-hexane). Solvent: C1(=CC=CC=C1)C (toluene), C1CCOC1 (THF), C1(=CC=CC=C1)C (toluene). Reaction conditions: temperature -78 celsius, time 1 hour. Product: ClC1=C(C=C(C=C1)[C@@]1(O[C@@H]([C@H]([C@@H]([C@H]1O)O)O)CO)OC)CC1=C(C(=C(C=C1)OC)F)F ((2S,3R,4S,5S,6R)-2-[4-chloro-3-[(2,3-difluoro-4-methoxy-phenyl)methyl]phenyl]-6-(hydroxymethyl)-2-methoxy-tetrahydropyran-3,4,5-triol). Reaction SMILES: Br[C:2]1[CH:3]=[CH:4][C:5]([Cl:19])=[C:6]([CH2:8][C:9]2[CH:14]=[CH:13][C:12]([O:15][CH3:16])=[C:11]([F:17])[C:10]=2[F:18])[CH:7]=1.[Li][CH2:21]CCC.CCCCCC.C[Si](C)(C)[O:33][C@@H:34]1[C@@H:39]([O:40][Si](C)(C)C)[C@H:38]([O:45][Si](C)(C)C)[C@@H:37]([CH2:50][O:51][Si](C)(C)C)[O:36][C:35]1=[O:56]>C1(C)C=CC=CC=1.C1COCC1>[Cl:19][C:5]1[CH:4]=[CH:3][C:2]([C@@:35]2([O:56][CH3:21])[C@H:34]([OH:33])[C@@H:39]([OH:40])[C@H:38]([OH:45])[C@@H:37]([CH2:50][OH:51])[O:36]2)=[CH:7][C:6]=1[CH2:8][C:9]1[CH:14]=[CH:13][C:12]([O:15][CH3:16])=[C:11]([F:17])[C:10]=1[F:18]. Reported procedure: 1-[(5-bromo-2-chloro-phenyl)methyl]-2,3-difluoro-4-methoxy-benzene 2e (3.55 g, 10.2 mmol) was dissolved in 30 mL mixed solution (THF and toluene, v:v=1:2) and cooled to −78° C., followed by dropwise addition of a solution of nBuLi in n-hexane (4.9 mL, 12.26 mmol). After stirring for 1 hour at −78° C., a solution of (3R,4S,5R,6R)-3,4,5-tris(trimethylsilyloxy)-6-(trimethylsilyloxymethyl)tetrahydropyran-2-one 2f (5.24 g, 11.22 mmol, prepared according to the method in WO2010048358) in toluene (30 m...